From a dataset of the Open Reaction Database (ORD), a public repository of structured organic reaction records. describe an organic reaction: reactants, conditions, products, and yield Reactants: COC(C1=CC=C(C=C1)C(CBr)=O)=O (4-(2-Bromo-acetyl)-benzoic acid methyl ester), [N-]=[N+]=[N-].[Na+] (Sodium azide). Solvent: C(C)O (ethanol), C(C)(=O)O (acetic acid). Reaction conditions: temperature 4 celsius, time 8 hour. Product: COC(C1=CC=C(C=C1)C(CN=[N+]=[N-])=O)=O (4-(2-Azido-acetyl)-benzoic acid methyl ester). Isolated yield 76.5%. RXN SMILES: [CH3:1][O:2][C:3](=[O:14])[C:4]1[CH:9]=[CH:8][C:7]([C:10](=[O:13])[CH2:11]Br)=[CH:6][CH:5]=1.[N-:15]=[N+:16]=[N-:17].[Na+]>C(O)C.C(O)(=O)C>[CH3:1][O:2][C:3](=[O:14])[C:4]1[CH:9]=[CH:8][C:7]([C:10](=[O:13])[CH2:11][N:15]=[N+:16]=[N-:17])=[CH:6][CH:5]=1 |f:1.2|. Reported procedure: 4-(2-Bromo-acetyl)-benzoic acid methyl ester (15.5 mmol) was dissolved in ethanol (120 ml) and acetic acid (4.8 ml). Sodium azide (31 mmol) was added and the reaction stirred at 4° C. overnight. The ethanol was removed and the mixture diluted with ethyl acetate (100 ml). The organic layer was washed with saturated sodium hydrogen carbonate (2'50 ml) and dried (MgSO4). The solvent was removed in vacuo to give a yellow solid, which was re-crystallized from ethanol to give the title compound as a p... Starting materials: CC1C(=O)N2C(CCN3CCC4(CC4)C(O)C3)COC2(C)CN1Cc1ccccc1, CCO, [Pd]. The product is CC1NCC2(C)OCC(CCN3CCC4(CC4)C(O)C3)N2C1=O. RXN SMILES: [CH2:1]([c:2]1[cH:3][cH:4][cH:5][cH:6][cH:7]1)[N:8]1[CH2:9][C:10]2([CH3:30])[N:11]([C:12](=[O:15])[CH:13]1[CH3:14])[CH:16]([CH2:19][CH2:20][N:21]1[CH2:22][CH:23]([OH:29])[C:24]3([CH2:25][CH2:26]3)[CH2:27][CH2:28]1)[CH2:17][O:18]2.[CH3:31][CH2:32][OH:33].[Pd:34]>>[NH:8]1[CH2:9][C:10]2([CH3:30])[N:11]([C:12](=[O:15])[CH:13]1[CH3:14])[CH:16]([CH2:19][CH2:20][N:21]1[CH2:22][CH:23]([OH:29])[C:24]3([CH2:25][CH2:26]3)[CH2:27][CH2:28]1)[CH2:17][O:18]2. The reactants are [C@@]12(C(=O)CC(CC1)C2(C)C)CS(=O)(=O)O.[C@@]21(C(=O)CC(CC2)C1(C)C)CS(=O)(=O)O.N1[C@H](CNCC1)C(=O)O ([2R]-Piperazine-2-carboxylic acid di-(R)-camphor-10-sulfonic acid salt), Example 1(f), C(C)(C)(C)OC(=O)N1C[C@@H](N(CC1)CCCCCCC)CO ([2R]-4-t-butoxycarbonyl-1-heptyl-2-hydroxymethylpiperazine), FC(C(=O)O)(F)F (trifluoroacetic acid). The solvent is ClCCl (dichloromethane). Product: C(CCCCCC)N1[C@H](CN(CC1)CC(C1=CC=NC2=CC=C(C=C12)OC)O)CO ([2R]-1-Heptyl-4-[2-(R,S)-hydroxy-2-(6-methoxyquinolin-4-yl)ethyl]-2-hydroxymethylpiperazine). RXN SMILES: [C@@:1]12([CH2:11]S(O)(=O)=O)[C:8]([CH3:10])(C)[CH:5]([CH2:6][CH2:7]1)CC2=O.[C@@:16]12(CS(O)(=O)=O)C(C)(C)C(CC1)C[C:17]2=[O:18].[NH:31]1[CH2:36][CH2:35][NH:34][CH2:33][C@@H:32]1[C:37]([OH:39])=O.C(OC(N1[CH2:52][CH2:51][N:50]([CH2:53][CH2:54][CH2:55][CH2:56][CH2:57][CH2:58][CH3:59])[C@@H](CO)C1)=O)(C)(C)C.FC(F)(F)[C:64](O)=[O:65]>ClCCl>[CH2:11]([N:31]1[CH2:36][CH2:35][N:34]([CH2:16][CH:17]([OH:18])[C:55]2[C:56]3[C:51](=[CH:52][CH:59]=[C:58]([O:65][CH3:64])[CH:57]=3)[N:50]=[CH:53][CH:54]=2)[CH2:33][C@@H:32]1[CH2:37][OH:39])[CH2:1][CH2:7][CH2:6][CH2:5][CH2:8][CH3:10] |f:0.1.2|. Reported procedure: [2R]-Piperazine-2-carboxylic acid di-(R)-camphor-10-sulfonic acid salt was converted to [2R]-4-t-butoxycarbonyl-1-heptyl-2-hydroxymethylpiperazine by the method of Example 1(b-e). Deprotection of a sample (0.38 g ) with trifluoroacetic acid in dichloromethane, followed by reaction with Example 1(f)(0.36 g) by the method of Example 1(g) gave an oil (0.275 g). Product: [N+](=O)([O-])C1=CC=C(COC(=O)N2C[C@@H](CC2)NC(=O)C=2N=C(SC2)N2CC(C2)SC=2[C@@H]([C@H]3N(C2C(=O)OCC2=CC=C(C=C2)[N+](=O)[O-])C([C@@H]3[C@@H](C)O)=O)C)C=C1 (p-nitrobenzyl (1R,5S,6S)-2-(1-{4-[(3R)-1-(p-nitrobenzyloxycarbonyl)-pyrrolidin-3-ylcarbamoyl]-1,3-thiazol-2-yl}azetidin-3-yl}thio-6-[(R)-1-hydroxyethyl]-1-methylcarbapen-2-em-3-carboxylate). RXN SMILES: [C:1]([S:4][CH:5]1[CH2:8][N:7]([C:9]2[S:10][CH:11]=[C:12]([C:14](=[O:34])[NH:15][C@@H:16]3[CH2:20][CH2:19][N:18]([C:21]([O:23][CH2:24][C:25]4[CH:30]=[CH:29][C:28]([N+:31]([O-:33])=[O:32])=[CH:27][CH:26]=4)=[O:22])[CH2:17]3)[N:13]=2)[CH2:6]1)(=O)[CH3:2].[C:35](O)(=O)C.NN.C1(P(OC2[C@H](C)[C@H:58]3[C@@H:75]([C@H:76]([OH:78])[CH3:77])[C:74](=[O:79])[N:59]3[C:60]=2[C:61]([O:63][CH2:64][C:65]2[CH:70]=[CH:69][C:68]([N+:71]([O-:73])=[O:72])=[CH:67][CH:66]=2)=[O:62])(C2C=CC=CC=2)=O)C=CC=CC=1.C(N(C(C)C)CC)(C)C.C(=O)([O-])O.[Na+]>CN(C)C=O.C(#N)C.C(OCC)(=O)C>[N+:31]([C:28]1[CH:27]=[CH:26][C:25]([CH2:24][O:23][C:21]([N:18]2[CH2:19][CH2:20][C@@H:16]([NH:15][C:14]([C:12]3[N:13]=[C:9]([N:7]4[CH2:6][CH:5]([S:4][C:1]5[C@H:2]([CH3:35])[C@@H:58]6[C@@H:75]([C@H:76]([OH:78])[CH3:77])[C:74](=[O:79])[N:59]6[C:60]=5[C:61]([O:63][CH2:64][C:65]5[CH:66]=[CH:67][C:68]([N+:71]([O-:73])=[O:72])=[CH:69][CH:70]=5)=[O:62])[CH2:8]4)[S:10][CH:11]=3)=[O:34])[CH2:17]2)=[O:22])=[CH:30][CH:29]=1)([O-:33])=[O:32] |f:1.2,5.6|. The solvent is C(C)#N (acetonitrile), CN(C=O)C (dimethylformamide), C(C)(=O)OCC (ethyl acetate). The reactants are C1(=CC=CC=C1)P(=O)(C1=CC=CC=C1)OC=1[C@@H]([C@@H]2N(C1C(=O)OCC1=CC=C(C=C1)[N+](=O)[O-])C([C@@H]2[C@@H](C)O)=O)C (p-nitrobenzyl (1R,5S,6S)-2-(diphenylphosphoryloxy)-6-[(R)-1-hydroxyethyl]-1-methylcarbapen-2-em-3-carboxylate), C(C)(C)N(CC)C(C)C (diisopropylethylamine), C(C)(=O)SC1CN(C1)C=1SC=C(N1)C(N[C@H]1CN(CC1)C(=O)OCC1=CC=C(C=C1)[N+](=O)[O-])=O (3-acetylthio-1-{4-[(3R)-1-(p-nitrobenzyloxycarbonyl)-pyrrolidin-3-ylcarbamoyl]-1,3-thiazol-2-yl}azetidine), C(C)(=O)O.NN (hydrazine acetate), C(O)([O-])=O.[Na+] (sodium hydrogencarbonate). Yield: 93.0%. Run at time 1 hour. Procedure: To a solution of 3-acetylthio-1-{4-[(3R)-1-(p-nitrobenzyloxycarbonyl)-pyrrolidin-3-ylcarbamoyl]-1,3-thiazol-2-yl}azetidine (280 mg, 0.554 mmol) (obtained as described in Reference Example 53) in dimethylformamide (14 ml) was added hydrazine acetate (61 mg, 0.665 mmol) at room temperature under an atmosphere of nitrogen and the mixture was stirred for 1 hour. After checking the completion of the reaction, a solution of p-nitrobenzyl (1R,5S,6S)-2-(diphenylphosphoryloxy)-6-[(R)-1-hydroxyethyl]-1-me... The reactants are ClC1=CC(=C(C=C1N1CCN(CC1)C(=O)C=1C(=NOC1C)C1=C(C=CC=C1)O)NC(C1=CC=C(C=C1)N(C)C)=O)[N+](=O)[O-] (N-(4-chloro-5-(4-(3-(2-hydroxyphenyl)-5-methylisoxazole-4-carbonyl)piperazin-1-yl)-2-nitrophenyl)-4-(dimethylamino)benzamide), C(C)O (ethanol), C(CCC)P(CCCC)CCCC (tri-n-butyl phosphine), CC(C)OC(=O)/N=N/C(=O)OC(C)C (DIAD). Run in C1CCOC1 (THF). Reaction conditions: temperature 0 celsius, time 8 hour. Product: ClC1=CC(=C(C=C1N1CCN(CC1)C(=O)C=1C(=NOC1C)C1=C(C=CC=C1)OCC)NC(C1=CC=C(C=C1)N(C)C)=O)[N+](=O)[O-] (N-(4-chloro-5-(4-(3-(2-ethoxyphenyl)-5-methylisoxazole-4-carbonyl)piperazin-1-yl)-2-nitrophenyl)-4-(dimethylamino)benzamide). Reaction SMILES: [Cl:1][C:2]1[C:7]([N:8]2[CH2:13][CH2:12][N:11]([C:14]([C:16]3[C:17]([C:22]4[CH:27]=[CH:26][CH:25]=[CH:24][C:23]=4[OH:28])=[N:18][O:19][C:20]=3[CH3:21])=[O:15])[CH2:10][CH2:9]2)=[CH:6][C:5]([NH:29][C:30](=[O:40])[C:31]2[CH:36]=[CH:35][C:34]([N:37]([CH3:39])[CH3:38])=[CH:33][CH:32]=2)=[C:4]([N+:41]([O-:43])=[O:42])[CH:3]=1.[CH2:44](O)[CH3:45].C(P(CCCC)CCCC)CCC.CC(OC(/N=N/C(OC(C)C)=O)=O)C>C1COCC1>[Cl:1][C:2]1[C:7]([N:8]2[CH2:13][CH2:12][N:11]([C:14]([C:16]3[C:17]([C:22]4[CH:27]=[CH:26][CH:25]=[CH:24][C:23]=4[O:28][CH2:44][CH3:45])=[N:18][O:19][C:20]=3[CH3:21])=[O:15])[CH2:10][CH2:9]2)=[CH:6][C:5]([NH:29][C:30](=[O:40])[C:31]2[CH:36]=[CH:35][C:34]([N:37]([CH3:38])[CH3:39])=[CH:33][CH:32]=2)=[C:4]([N+:41]([O-:43])=[O:42])[CH:3]=1. Reported procedure: To the solution of N-(4-chloro-5-(4-(3-(2-hydroxyphenyl)-5-methylisoxazole-4-carbonyl)piperazin-1-yl)-2-nitrophenyl)-4-(dimethylamino)benzamide (Example 117, 17 mg, 0.028 mmol), ethanol (2.461 μL, 0.042 mmol) and tri-n-butyl phosphine (10.40 μL, 0.042 mmol) in THF (2 mL) at 0° C. was added DIAD (8.19 μL, 0.042 mmol). The reaction mixture was stirred at 0° C. for 3 min. and at RT overnight. Starting materials: N[C@@H]1[C@H]([C@@H](CC1)C(=O)OC)C1=CC=C(C=C1)F (Methyl 3-(S)-(amino)-2-(R)-(4-fluorophenyl)cyclopentane-1-(R)-carboxylate), CCN(C(C)C)C(C)C (DIPEA), FC(C=1C=C(C(=O)Cl)C=C(C1)C(F)(F)F)(F)F (3,5-bis(trifluoromethyl)benzoyl chloride), Cl (HCl). Solvent: C(Cl)Cl (methylene chloride), O (water). Reaction conditions: time 1 hour. The product is FC(C=1C=C(C=C(C1)C(F)(F)F)C(=O)N[C@@H]1[C@H]([C@@H](CC1)C(=O)OC)C1=CC=C(C=C1)F)(F)F (Methyl 3-(S)-((3,5-bis(trifluoromethyl)phenyl)carbonylamino)-2-(R)-(4 -fluorophenyl)cyclopentane-1-(R)-carboxylate). Yield: 49.7%. As a reaction SMILES: [NH2:1][C@H:2]1[CH2:6][CH2:5][C@@H:4]([C:7]([O:9][CH3:10])=[O:8])[C@@H:3]1[C:11]1[CH:16]=[CH:15][C:14]([F:17])=[CH:13][CH:12]=1.CCN(C(C)C)C(C)C.[F:27][C:28]([F:43])([F:42])[C:29]1[CH:30]=[C:31]([CH:35]=[C:36]([C:38]([F:41])([F:40])[F:39])[CH:37]=1)[C:32](Cl)=[O:33].Cl>C(Cl)Cl.O>[F:27][C:28]([F:42])([F:43])[C:29]1[CH:30]=[C:31]([C:32]([NH:1][C@H:2]2[CH2:6][CH2:5][C@@H:4]([C:7]([O:9][CH3:10])=[O:8])[C@@H:3]2[C:11]2[CH:12]=[CH:13][C:14]([F:17])=[CH:15][CH:16]=2)=[O:33])[CH:35]=[C:36]([C:38]([F:39])([F:40])[F:41])[CH:37]=1. Procedure: To a solution of 100 mg of amine from Example 62 in 5 mL of methylene chloride was added 0.2 mL of DIPEA and 175 mg of 3,5-bis(trifluoromethyl)benzoyl chloride. The reaction was stirred at room temperature for 1 h and was then poured into water and 2N HCl and extracted twice with methylene chloride. The organic layers were washed with a portion of brine, combined, dried over sodium sulfate and evaporated. The residue was purified by flash chromatography eluting with 30 to 50% ethyl acetate in he... The reactants are CNC1=CC=CC=C1 (N-methylaniline), C(C=C)#N (acrylonitrile). Run at temperature 120 celsius. Product: C(#N)CCN(C1=CC=CC=C1)C (N-β-cyanoethyl-N-methylaniline). As a reaction SMILES: [CH3:1][NH:2][C:3]1[CH:8]=[CH:7][CH:6]=[CH:5][CH:4]=1.[C:9](#[N:12])[CH:10]=[CH2:11]>>[C:9]([CH2:10][CH2:11][N:2]([CH3:1])[C:3]1[CH:8]=[CH:7][CH:6]=[CH:5][CH:4]=1)#[N:12]. Procedure details: 1071.5 Parts by weight (10 mol) of N-methylaniline and 15.0 parts by weight of Tonsil® K 10 are placed in a 3-neck stirred flask fitted with a reflux condenser and inlet tube. The mixture is heated to 120° C. and 265.3 parts by weight (5 mol) of acrylonitrile are added at this temperature via the inlet tube. The reaction mixture is subsequently stirred for 18 hours at from 120° to 130° C. and then cooled to 60° C. The catalyst is filtered off and the liquid phase is subjected to fractional disti... Reactants: [OH-].[Na+] (sodium hydroxide), Cl (hydrochloric acid), C(CCC)OCCOC1=CC=C(C=C1)C=1C=CC2=C(C=C(CCN2CC2=CN=CS2)C(=O)OC)C1 (methyl 7-[4-(2-butoxyethoxy)phenyl]-1-(1,3-thiazol-5-ylmethyl)-2,3-dihydro-1-benzazepine-4-carboxylate). Run in C1CCOC1 (THF), CO (methanol). Run at time 16 hour. Yields the product C(CCC)OCCOC1=CC=C(C=C1)C=1C=CC2=C(C=C(CCN2CC2=CN=CS2)C(=O)O)C1 (7-[4-(2-butoxyethoxy)phenyl]-1-(1,3-thiazol-5-ylmethyl)-2,3-dihydro-1-benzazepine-4-carboxylic acid). Yield: 79.3%. As a reaction SMILES: [CH2:1]([O:5][CH2:6][CH2:7][O:8][C:9]1[CH:14]=[CH:13][C:12]([C:15]2[CH:16]=[CH:17][C:18]3[N:24]([CH2:25][C:26]4[S:30][CH:29]=[N:28][CH:27]=4)[CH2:23][CH2:22][C:21]([C:31]([O:33]C)=[O:32])=[CH:20][C:19]=3[CH:35]=2)=[CH:11][CH:10]=1)[CH2:2][CH2:3][CH3:4].[OH-].[Na+].Cl>C1COCC1.CO>[CH2:1]([O:5][CH2:6][CH2:7][O:8][C:9]1[CH:14]=[CH:13][C:12]([C:15]2[CH:16]=[CH:17][C:18]3[N:24]([CH2:25][C:26]4[S:30][CH:29]=[N:28][CH:27]=4)[CH2:23][CH2:22][C:21]([C:31]([OH:33])=[O:32])=[CH:20][C:19]=3[CH:35]=2)=[CH:11][CH:10]=1)[CH2:2][CH2:3][CH3:4] |f:1.2|. Reported procedure: In THF (5.0 ml)/methanol (10 ml) was dissolved methyl 7-[4-(2-butoxyethoxy)phenyl]-1-(1,3-thiazol-5-ylmethyl)-2,3-dihydro-1-benzazepine-4-carboxylate (0.50 g). To the solution was added 1N sodium hydroxide solution (5.0 ml), and the mixture was stirred at room temperature for 16 hours. pH was adjusted to approximate 5 with 1N hydrochloric acid, and the solvent was concentrated to half under reduced pressure. The concentrated material was extracted with ethyl acetate/THF, and the extract was wash...